From a dataset of the Open Reaction Database (ORD), a public repository of structured organic reaction records. describe an organic reaction: reactants, conditions, products, and yield Starting materials: COC(=O)CCCCCCCCCCCCCCCBr, CN(C)P(=O)(N(C)C)N(C)C, N#Cc1ccc(N)cc1, O. Yields the product COC(=O)CCCCCCCCCCCCCCCNc1ccc(C#N)cc1. As a reaction SMILES: [Br:10][CH2:11][CH2:12][CH2:13][CH2:14][CH2:15][CH2:16][CH2:17][CH2:18][CH2:19][CH2:20][CH2:21][CH2:22][CH2:23][CH2:24][CH2:25][C:26](=[O:27])[O:28][CH3:29].[CH3:30][N:31]([P:32]([N:33]([CH3:34])[CH3:35])([N:36]([CH3:37])[CH3:38])=[O:39])[CH3:40].[NH2:1][c:2]1[cH:3][cH:4][c:5]([C:6]#[N:7])[cH:8][cH:9]1.[OH2:41]>>[NH:1]([c:2]1[cH:3][cH:4][c:5]([C:6]#[N:7])[cH:8][cH:9]1)[CH2:11][CH2:12][CH2:13][CH2:14][CH2:15][CH2:16][CH2:17][CH2:18][CH2:19][CH2:20][CH2:21][CH2:22][CH2:23][CH2:24][CH2:25][C:26](=[O:27])[O:28][CH3:29].